The task is: describe an organic reaction: reactants, conditions, products, and yield. This data is from the Open Reaction Database (ORD), a public repository of structured organic reaction records. Reactants: C(C1=CC=CC=C1)=O (benzaldehyde), [F-].[NH4+] (ammonium fluoride). The reagents and catalysts are [Ti] (titanium). The solvent is C(C)OCC (diethyl ether). Reaction conditions: temperature -74 celsius, time 2 hour. Yields the product C[C@H]([C@H](O)C1=CC=CC=C1)C=C ((1S,2S)-2-methyl-1-phenyl-3-buten-1-ol). As a reaction SMILES: [CH:1](=[O:8])[C:2]1[CH:7]=[CH:6][CH:5]=[CH:4][CH:3]=1.[F-].[NH4+]>C(OCC)C.[Ti]>[CH3:4][C@@H:3]([CH:2]=[CH2:1])[C@@H:1]([C:2]1[CH:7]=[CH:6][CH:5]=[CH:4][CH:3]=1)[OH:8] |f:1.2|. Reported procedure: 0.4 g (0.64 mmol) of the titanium compound prepared as in Example 4 are dissolved in 40 ml of diethyl ether, the solution is cooled to -74° C., 0.065 ml (0.65 mmol) of benzaldehyde are added and the mixture is stirred for 2 hours at -74° C. The reaction solution is then solution is then hydrolysed with 20 ml of aqueous ammonium fluoride solution, stirred overnight at RT, filtered through Hyflo and extracted with 3×40 ml of diethyl ether and the extract is washed with saturated NaCl solution, dri... The reactants are C(C)(C)(C)OC(NC1(CCC1)C(O)=C1C(OC(OC1=O)(C)C)=O)=O ({1-[(2,2-Dimethyl-4,6-dioxo-[1,3]dioxan-5-ylidene)-hydroxy-methyl]-cyclobutyl}-carbamic acid tert-butyl ester). Run in C(C)(=O)OCC (ethyl acetate). The product is C(C)(C)(C)OC(=O)N1C2(CCC2)C(=CC1=O)O (8-Hydroxy-6-oxo-5-aza-spiro[3.4]oct-7-ene-5-carboxylic acid tert-butyl ester). As a reaction SMILES: [C:1]([O:5][C:6](=[O:24])[NH:7][C:8]1([C:12](=[C:14]2C(=O)OC(C)(C)[O:16][C:15]2=O)[OH:13])[CH2:11][CH2:10][CH2:9]1)([CH3:4])([CH3:3])[CH3:2]>C(OCC)(=O)C>[C:1]([O:5][C:6]([N:7]1[C:15](=[O:16])[CH:14]=[C:12]([OH:13])[C:8]21[CH2:11][CH2:10][CH2:9]2)=[O:24])([CH3:4])([CH3:3])[CH3:2]. Procedure: {1-[(2,2-Dimethyl-4,6-dioxo-[1,3]dioxan-5-ylidene)-hydroxy-methyl]-cyclobutyl}-carbamic acid tert-butyl ester (1.2 g, 3.5 mmol) is refluxed in ethyl acetate for 4 hours. The solvent is removed in vacuo and the resulting residue is crystallized from ether. 1H-NMR (400 MHz; DMSO-d6): 12.5 (s, 1H), 4.73 (s, 1H), 2.87 (dt, 2H), 2.35-2.25 (m, 2H), 1.85 (quint, 2H), 1.51 (s, 9H); LC-MS (m/z, ES−): 238 (M−H), Retention time: 2.24 mins (LC-MS method 3) Reactants: O=C1S\C(\C(N1)=O)=C/C=1C=C(OC2=C(C(=NC=N2)OC2CCN(CC2)C(=O)OCC)C)C=CC1 ((Z)-ethyl 4-((6-(3-((2,4-dioxothiazolidin-5-ylidene)methyl)phenoxy)-5-methylpyrimidin-4-yl)oxy)piperidine-1-carboxylate), C(=O)([O-])[O-].[K+].[K+] (K2CO3), CI (methyl iodide). The solvent is CC(=O)N(C)C (dimethyl acetamide). Run at temperature 27 celsius, time 30 minute. The product is C(C)OC(=O)N1CCC(CC1)OC1=NC=NC(=C1C)OC1=CC(=CC=C1)\C=C/1\C(N(C(S1)=O)C)=O ((Z)-Ethyl-4-((5-methyl-6-(3-((3-methyl-2,4-dioxothiazoldin-5-ylidene)methy 1)phenoxy)pyrimidin-4-yl)oxy)piperidine-1-carboxylate). The yield is 97.1%. RXN SMILES: [O:1]=[C:2]1[NH:6][C:5](=[O:7])/[C:4](=[CH:8]/[C:9]2[CH:10]=[C:11]([CH:32]=[CH:33][CH:34]=2)[O:12][C:13]2[N:18]=[CH:17][N:16]=[C:15]([O:19][CH:20]3[CH2:25][CH2:24][N:23]([C:26]([O:28][CH2:29][CH3:30])=[O:27])[CH2:22][CH2:21]3)[C:14]=2[CH3:31])/[S:3]1.[C:35]([O-])([O-])=O.[K+].[K+].CI>CC(N(C)C)=O>[CH2:29]([O:28][C:26]([N:23]1[CH2:24][CH2:25][CH:20]([O:19][C:15]2[C:14]([CH3:31])=[C:13]([O:12][C:11]3[CH:32]=[CH:33][CH:34]=[C:9](/[CH:8]=[C:4]4/[C:5](=[O:7])[N:6]([CH3:35])[C:2](=[O:1])[S:3]/4)[CH:10]=3)[N:18]=[CH:17][N:16]=2)[CH2:21][CH2:22]1)=[O:27])[CH3:30] |f:1.2.3|. Reported procedure: To a solution (Z)-ethyl 4-((6-(3-((2,4-dioxothiazolidin-5-ylidene)methyl)phenoxy)-5-methylpyrimidin-4-yl)oxy)piperidine-1-carboxylate (300 mg, 0.0006198 mole) in dimethyl acetamide (10 ml), K2CO3 (171 mg, 0.001239 mole) was added followed by addition of methyl iodide (0.060 ml, 0.0009297 mole) at 0° C. and reaction mixture was stirred at 27° C. for 30 minutes. Then reaction mixture was poured into ice cold water and extracted with ethyl acetate. Organic layer was washed with water and brine, dri... Reactants: Cc1ccccc1, Oc1cnc(C(F)(F)F)nc1, O=S(=O)(OS(=O)(=O)C(F)(F)F)C(F)(F)F, [K+], [K+], [K+], O=P([O-])([O-])[O-]. Product: O=S(=O)(Oc1cnc(C(F)(F)F)nc1)C(F)(F)F. RXN SMILES: [CH3:35][c:36]1[cH:37][cH:38][cH:39][cH:40][cH:41]1.[F:16][C:17]([c:18]1[n:19][cH:20][c:21]([OH:24])[cH:22][n:23]1)([F:25])[F:26].[F:1][C:2]([S:3](=[O:4])(=[O:5])[O:8][S:9](=[O:10])(=[O:11])[C:12]([F:13])([F:14])[F:15])([F:6])[F:7].[K+:32].[K+:33].[K+:34].[P:27]([O-:28])([O-:29])([O-:30])=[O:31]>>[O:8]([S:9](=[O:10])(=[O:11])[C:12]([F:13])([F:14])[F:15])[c:21]1[cH:20][n:19][c:18]([C:17]([F:16])([F:25])[F:26])[n:23][cH:22]1. Reactants: O (Water), OC=1C=CC2=C(C(C=3NC4=CC(=CC=C4C3C2=O)C#N)(C)C)C1 (8-Hydroxy-6,6-dimethyl-11-oxo-6,11-dihydro-5H-benzo[b]carbazole-3-carbonitrile), OC=1C=CC2=C(C(C=3NC4=CC(=CC=C4C3C2=O)C#N)(C)C)C1 (8-Hydroxy-6,6-dimethyl-11-oxo-6,11-dihydro-5H-benzo[b]carbazole-3-carbonitrile), [H-].[Na+] (sodium hydride), CN(S(=O)(=O)Cl)C (dimethylsulfamoyl chloride). Run in CN(C)C=O (DMF). Reaction conditions: time 1 hour. Yields the product C(#N)C1=CC=C2C=3C(C4=C(C(C3NC2=C1)(C)C)C=C(C=C4)OS(N(C)C)(=O)=O)=O (Dimethyl-sulfamic acid 3-cyano-6,6-dimethyl-11-oxo-6,11-dihydro-5H-benzo[b]carbazol-8-yl ester). RXN SMILES: [OH:1][C:2]1[CH:3]=[CH:4][C:5]2[C:17](=[O:18])[C:16]3[C:15]4[C:10](=[CH:11][C:12]([C:19]#[N:20])=[CH:13][CH:14]=4)[NH:9][C:8]=3[C:7]([CH3:22])([CH3:21])[C:6]=2[CH:23]=1.[H-].[Na+].[CH3:26][N:27]([CH3:32])[S:28](Cl)(=[O:30])=[O:29].O>CN(C=O)C>[C:19]([C:12]1[CH:11]=[C:10]2[C:15]([C:16]3[C:17](=[O:18])[C:5]4[CH:4]=[CH:3][C:2]([O:1][S:28](=[O:30])(=[O:29])[N:27]([CH3:32])[CH3:26])=[CH:23][C:6]=4[C:7]([CH3:21])([CH3:22])[C:8]=3[NH:9]2)=[CH:14][CH:13]=1)#[N:20] |f:1.2|. Procedure details: 8-Hydroxy-6,6-dimethyl-11-oxo-6,11-dihydro-5H-benzo[b]carbazole-3-carbonitrile (Compound A6, 50 mg, 0.165 mmol) was dissolved in DMF (1.5 mL), added with sodium hydride (13 mg, 2.0 eq.) and dimethylsulfamoyl chloride (0.02 mL, 1.2 eq.), and then stirred at room temperature for 1 hr. Water was added to the reaction solution, which was then extracted with ethyl acetate. The organic layer was washed with saturated brine and dried over sodium sulfate. The drying agent was removed by filtration and t...